From a dataset of the Open Reaction Database (ORD), a public repository of structured organic reaction records. describe an organic reaction: reactants, conditions, products, and yield The reactants are BrC=1C=C(C=O)C=C(C1)[N+](=O)[O-] (3-bromo-5-nitro-benzaldehyde), C(C)(C)(C)NC(=O)C1CCNCC1 (piperidine-4-carboxylic acid tert-butylamide), stannous chloride. Product: C(C)(C)(C)NC(=O)C1CCN(CC1)CC1=CC(=CC(=C1)Br)N (1-(3-Amino-5-bromo-benzyl)-piperidine-4-carboxylic acid tert-butylamide). RXN SMILES: [Br:1][C:2]1[CH:3]=[C:4]([CH:7]=[C:8]([N+:10]([O-])=O)[CH:9]=1)[CH:5]=O.[C:13]([NH:17][C:18]([CH:20]1[CH2:25][CH2:24][NH:23][CH2:22][CH2:21]1)=[O:19])([CH3:16])([CH3:15])[CH3:14]>>[C:13]([NH:17][C:18]([CH:20]1[CH2:25][CH2:24][N:23]([CH2:5][C:4]2[CH:3]=[C:2]([Br:1])[CH:9]=[C:8]([NH2:10])[CH:7]=2)[CH2:22][CH2:21]1)=[O:19])([CH3:16])([CH3:14])[CH3:15]. Procedure: The title compound is prepared according to the reactions described above starting from 3-bromo-5-nitro-benzaldehyde and piperidine-4-carboxylic acid tert-butylamide yielding after reductive amination BB-10a; LC-MS A: tR=0.65 min; [M+H]+=398.00 followed by reduction with stannous chloride the title compound; LC-MS A: tR=0.60 min; [M+H]+=369.67.